Dataset: the Open Reaction Database (ORD), a public repository of structured organic reaction records. Task: describe an organic reaction: reactants, conditions, products, and yield The reactants are CCO, Cl, O=[N+]([O-])c1ccc(N2CCOCC2)cc1C=Cc1n[nH]c2ccccc12, [Sn]. Product: Nc1ccc(N2CCOCC2)cc1C=Cc1n[nH]c2ccccc12. Reaction SMILES: [CH3:29][CH2:30][OH:31].[ClH:28].[O:1]1[CH2:2][CH2:3][N:4]([c:7]2[cH:8][cH:9][c:10]([N+:24]([O-:25])=[O:26])[c:11]([CH:13]=[CH:14][c:15]3[n:16][nH:17][c:18]4[cH:19][cH:20][cH:21][cH:22][c:23]34)[cH:12]2)[CH2:5][CH2:6]1.[Sn:27]>>[O:1]1[CH2:2][CH2:3][N:4]([c:7]2[cH:8][cH:9][c:10]([NH2:24])[c:11]([CH:13]=[CH:14][c:15]3[n:16][nH:17][c:18]4[cH:19][cH:20][cH:21][cH:22][c:23]34)[cH:12]2)[CH2:5][CH2:6]1.